From a dataset of the Open Reaction Database (ORD), a public repository of structured organic reaction records. describe an organic reaction: reactants, conditions, products, and yield Reaction SMILES: [C:1]([C:5]1[C:9]([CH:10]=O)=[CH:8][N:7]([CH2:12][C:13]([NH:15][C:16]2[S:20][C:19]3[CH2:21][CH2:22][CH2:23][CH2:24][C:18]=3[C:17]=2[C:25]([NH2:27])=[O:26])=[O:14])[N:6]=1)([CH3:4])([CH3:3])[CH3:2].Cl.[CH3:29][NH:30][CH3:31].CN(C=O)C.C(O[BH-](OC(=O)C)OC(=O)C)(=O)C.[Na+]>C(O)(=O)C>[C:1]([C:5]1[C:9]([CH2:10][N:30]([CH3:31])[CH3:29])=[CH:8][N:7]([CH2:12][C:13]([NH:15][C:16]2[S:20][C:19]3[CH2:21][CH2:22][CH2:23][CH2:24][C:18]=3[C:17]=2[C:25]([NH2:27])=[O:26])=[O:14])[N:6]=1)([CH3:3])([CH3:2])[CH3:4] |f:1.2,4.5|. Starting materials: C(C)(=O)O[BH-](OC(C)=O)OC(C)=O.[Na+] (Sodium triacetoxyborohydride), C(C)(C)(C)C1=NN(C=C1C=O)CC(=O)NC1=C(C2=C(S1)CCCC2)C(=O)N (2-[2-(3-Tert-butyl-4-formylpyrazol-1-yl)-acetylamino]-4,5,6,7-tetrahydrobenzo[b]thiophene-3-carboxamide), Cl.CNC (dimethylamine hydrochloride), CN(C)C=O (DMF). Run in C(C)(=O)O (acetic acid). Run at time 1 hour. Procedure details: 2-[2-(3-Tert-butyl-4-formylpyrazol-1-yl)-acetylamino]-4,5,6,7-tetrahydrobenzo[b]thiophene-3-carboxamide (50 mg, 0.13 mmol) and dimethylamine hydrochloride (20 mg, 0.23 mmol) were mixed with DMF (0.3 mL) and acetic acid (0.3 mL). Sodium triacetoxyborohydride (70 mg, 0.33 mmol) was added and the mixture stirred for 1 h. The reaction was quenched with MeOH and water and directly purified by preparative reverse phase HPLC. The clean product was passed down an SCX cartridge and the volatiles were blo... The product is C(C)(C)(C)C1=NN(C=C1CN(C)C)CC(=O)NC1=C(C2=C(S1)CCCC2)C(=O)N (2-[2-(3-Tert-butyl-4-dimethylaminomethylpyrazol-1-yl)-acetylamino]-4,5,6,7-tetrahydro benzo[b]thiophene-3-carboxamide). The reactants are C(=O)O.NCCC1=CC=C(NC2CCN(CC2)C(=O)NCC2=CC=C(C=C2)F)C=C1 (4-[4-(2-Aminoethyl)anilino]-N-(4-fluorobenzyl)-1-piperidinecarboxamide formate), C(C)(C)(C)[Si](C1=CC=CC=C1)(C1=CC=CC=C1)OC1=CC=C(C=C1)OCC1OC1 (tert-butyl-(4-oxiranylmethoxy-phenoxy)-diphenyl-silane). Yields the product FC1=CC=C(CNC(=O)N2CCC(CC2)NC2=CC=C(C=C2)CCNC[C@@H](COC2=CC=C(C=C2)O)O)C=C1 (4-(4-{2-[(2S)-2-Hydroxy-3-(4-hydroxy-phenoxy)-propylamino]-ethyl}-phenylamino)-piperidine-1-carboxylic acid 4-fluoro-benzylamide). The yield is 40.4%. As a reaction SMILES: C(O)=O.[NH2:4][CH2:5][CH2:6][C:7]1[CH:30]=[CH:29][C:10]([NH:11][CH:12]2[CH2:17][CH2:16][N:15]([C:18]([NH:20][CH2:21][C:22]3[CH:27]=[CH:26][C:25]([F:28])=[CH:24][CH:23]=3)=[O:19])[CH2:14][CH2:13]2)=[CH:9][CH:8]=1.C([Si]([O:48][C:49]1[CH:54]=[CH:53][C:52]([O:55][CH2:56][CH:57]2[CH2:59][O:58]2)=[CH:51][CH:50]=1)(C1C=CC=CC=1)C1C=CC=CC=1)(C)(C)C>>[F:28][C:25]1[CH:24]=[CH:23][C:22]([CH2:21][NH:20][C:18]([N:15]2[CH2:14][CH2:13][CH:12]([NH:11][C:10]3[CH:9]=[CH:8][C:7]([CH2:6][CH2:5][NH:4][CH2:59][C@H:57]([OH:58])[CH2:56][O:55][C:52]4[CH:53]=[CH:54][C:49]([OH:48])=[CH:50][CH:51]=4)=[CH:30][CH:29]=3)[CH2:17][CH2:16]2)=[O:19])=[CH:27][CH:26]=1 |f:0.1|. Reported procedure: 4-[4-(2-Aminoethyl)anilino]-N-(4-fluorobenzyl)-1-piperidinecarboxamide formate (0.77 g, 1.85 mmol) was reacted with tert-butyl-(4-oxiranylmethoxy-phenoxy)-diphenyl-silane (0.671 g, 1.66 mmol) according to Procedure G to give the title compound (0.53 g, 0.67 mmol). Reactants: ON=CC1CCCCC1, Cl, CN(C)C=O. Product: ClON=CC1CCCCC1. RXN SMILES: [CH:1]1([CH:7]=[N:8][OH:9])[CH2:2][CH2:3][CH2:4][CH2:5][CH2:6]1.[ClH:10].[O:11]=[CH:12][N:13]([CH3:14])[CH3:15]>>[CH:1]1([CH:7]=[N:8][O:9][Cl:10])[CH2:2][CH2:3][CH2:4][CH2:5][CH2:6]1. The reactants are Nc1ccc(S(=O)(=O)c2cc(Br)nc(Br)c2)cc1, CCN(CC)CCCN, C1COCCO1. Product: CCN(CC)CCCNc1cc(S(=O)(=O)c2ccc(N)cc2)cc(Br)n1. RXN SMILES: [Br:1][c:2]1[n:3][c:4]([Br:18])[cH:5][c:6]([S:8](=[O:9])(=[O:10])[c:11]2[cH:12][cH:13][c:14]([NH2:17])[cH:15][cH:16]2)[cH:7]1.[CH2:19]([CH3:20])[N:21]([CH2:22][CH2:23][CH2:24][NH2:25])[CH2:26][CH3:27].[O:28]1[CH2:29][CH2:30][O:31][CH2:32][CH2:33]1>>[c:2]1([NH:25][CH2:24][CH2:23][CH2:22][N:21]([CH2:19][CH3:20])[CH2:26][CH3:27])[n:3][c:4]([Br:18])[cH:5][c:6]([S:8](=[O:9])(=[O:10])[c:11]2[cH:12][cH:13][c:14]([NH2:17])[cH:15][cH:16]2)[cH:7]1. Reactants: [Br-].[Na+] (sodium bromide), NCC(=O)N (glycine amide), CC[O-].[Na+] (sodium ethylate), C(C=CC)Br (crotyl bromide). The solvent is C(C)O (ethyl alcohol). Conditions: temperature 50 celsius. Yields the product C(C=CC)NC(CN)=O (N-crotylglycine amide). Yield: 80.4%. As a reaction SMILES: [NH2:1][CH2:2][C:3]([NH2:5])=[O:4].CC[O-].[Na+].[CH2:10](Br)[CH:11]=[CH:12][CH3:13].[Br-].[Na+]>C(O)C>[CH2:10]([NH:5][C:3](=[O:4])[CH2:2][NH2:1])[CH:11]=[CH:12][CH3:13] |f:1.2,4.5|. Procedure: 7.4 g of glycine amide and 6.8 g of sodium ethylate were charged into a 100 ml four-necked flask, and 30 ml of ethyl alcohol was added to the mixture. To the resulting solution was then added dropwise 13.5 g of crotyl bromide over a period of one hour at room temperature. After completion of the addition, the mixture was heated at a temperature of 50° C. for 2 hours. After completion of the reaction, sodium bromide which precipitated upon cooling the reaction mixture was removed by filtration an...